This data is from the Open Reaction Database (ORD), a public repository of structured organic reaction records. The task is: describe an organic reaction: reactants, conditions, products, and yield Reaction conditions: time 2 hour. Reported procedure: Di-tert-butyl [(5S)-3-(5-{2-fluoro-4-[(5R)-2-oxo-5-(1H-1,2,3-triazol-1-ylmethyl)-1,3-oxazolidin-3-yl]phenyl}pyridin-2-yl)-4,5-dihydroisoxazol-5-yl]methyl phosphate (Intermediate 19, 6.07 g, 9.63 mmol) was added to MeOH:CH2Cl2 1:1 (100 ml). 4 N HCl in dioxane (15 ml) was then added and the reaction was allowed to stir at room temperature for 2 hours. The solution was then poured into Et2O (800 ml) and the precipitate was collected by vacuum filtration. The precipitate was then washed with Et2O (3... Starting materials: P(=O)(OC(C)(C)C)(OC(C)(C)C)OC[C@@H]1CC(=NO1)C1=NC=C(C=C1)C1=C(C=C(C=C1)N1C(O[C@H](C1)CN1N=NC=C1)=O)F (Di-tert-butyl [(5S)-3-(5-{2-fluoro-4-[(5R)-2-oxo-5-(1H-1,2,3-triazol-1-ylmethyl)-1,3-oxazolidin-3-yl]phenyl}pyridin-2-yl)-4,5-dihydroisoxazol-5-yl]methyl phosphate), P(=O)(OC(C)(C)C)(OC(C)(C)C)OC[C@@H]1CC(=NO1)C1=NC=C(C=C1)C1=C(C=C(C=C1)N1C(O[C@H](C1)CN1N=NC=C1)=O)F (Di-tert-butyl [(5S)-3-(5-{2-fluoro-4-[(5R)-2-oxo-5-(1H-1,2,3-triazol-1-ylmethyl)-1,3-oxazolidin-3-yl]phenyl}pyridin-2-yl)-4,5-dihydroisoxazol-5-yl]methyl phosphate), CO.C(Cl)Cl (MeOH CH2Cl2), Cl (HCl), CCOCC (Et2O). As a reaction SMILES: [P:1]([O:13][CH2:14][C@H:15]1[O:19][N:18]=[C:17]([C:20]2[CH:25]=[CH:24][C:23]([C:26]3[CH:31]=[CH:30][C:29]([N:32]4[CH2:36][C@H:35]([CH2:37][N:38]5[CH:42]=[CH:41][N:40]=[N:39]5)[O:34][C:33]4=[O:43])=[CH:28][C:27]=3[F:44])=[CH:22][N:21]=2)[CH2:16]1)([O:8]C(C)(C)C)([O:3]C(C)(C)C)=[O:2].CO.C(Cl)Cl.Cl.CCOCC>O1CCOCC1>[NH4+:18].[NH4+:18].[P:1]([O-:8])([O-:3])([O:13][CH2:14][C@H:15]1[O:19][N:18]=[C:17]([C:20]2[CH:25]=[CH:24][C:23]([C:26]3[CH:31]=[CH:30][C:29]([N:32]4[CH2:36][C@H:35]([CH2:37][N:38]5[CH:42]=[CH:41][N:40]=[N:39]5)[O:34][C:33]4=[O:43])=[CH:28][C:27]=3[F:44])=[CH:22][N:21]=2)[CH2:16]1)=[O:2] |f:1.2,6.7.8|. Solvent: O1CCOCC1 (dioxane). The product is [NH4+].[NH4+].P(=O)(OC[C@@H]1CC(=NO1)C1=NC=C(C=C1)C1=C(C=C(C=C1)N1C(O[C@H](C1)CN1N=NC=C1)=O)F)([O-])[O-] ([(5S)-3-(5-{2-Fluoro-4[-(5R)-2-oxo-5-(1H-1,2,3-triazol-1-ylmethyl)-1,3-oxazolidin-3-yl]phenyl}pyridin-2-yl)-4,5-dihydroisoxazol-5-yl]methyl phosphate, bisammonium salt). The yield is 296.7%. Starting materials: CCOC(=O)C=CC1CCC(CCN(C)C(=O)OC(C)(C)C)CC1, CO, [Pd]. The product is CCOC(=O)CCC1CCC(CCN(C)C(=O)OC(C)(C)C)CC1. Reaction SMILES: [CH2:1]([CH3:2])[O:3][C:4]([CH:5]=[CH:6][CH:7]1[CH2:8][CH2:9][CH:10]([CH2:13][CH2:14][N:15]([CH3:16])[C:17](=[O:18])[O:19][C:20]([CH3:21])([CH3:22])[CH3:23])[CH2:11][CH2:12]1)=[O:24].[CH3:25][OH:26].[Pd:27]>>[CH2:1]([CH3:2])[O:3][C:4]([CH2:5][CH2:6][CH:7]1[CH2:8][CH2:9][CH:10]([CH2:13][CH2:14][N:15]([CH3:16])[C:17](=[O:18])[O:19][C:20]([CH3:21])([CH3:22])[CH3:23])[CH2:11][CH2:12]1)=[O:24]. The reactants are CC(C)(C)OC(=O)N1CCC(CC1)CCC1=NOC2=C1C=CC1=C2CC(N1)=O (4-[2-[6,8-Dihydro-7H-pyrrolo[5,4-g]-1,2-benzisoxazol-7-one-3-yl]ethyl]-1-piperidinecarboxylic acid 1-(1,1-dimethylethyl)ester), C(C1=CC=CC=C1)Br (benzyl bromide), C(=O)(C(F)(F)F)O (TFA), C(=O)([O-])[O-].[Na+].[Na+] (Na2CO3). Run in C(Cl)Cl (CH2Cl2), CN(C)C=O (DMF). The product is C1(=CC=CC=C1)CN1CCC(CC1)CCC1=NOC2=C1C=CC1=C2CC(N1)=O (6,8-Dihydro-3-[2-[1-(phenylmethyl),4-piperidinyl]ethyl]-7H-pyrrolo[5,4-g]-1,2-benzisoxazol-7-one). The yield is 44.0%. As a reaction SMILES: CC(O[C:6]([N:8]1[CH2:13][CH2:12][CH:11]([CH2:14][CH2:15][C:16]2[C:20]3[CH:21]=[CH:22][C:23]4[NH:27][C:26](=[O:28])[CH2:25][C:24]=4[C:19]=3[O:18][N:17]=2)[CH2:10][CH2:9]1)=O)(C)C.C(O)(C(F)(F)F)=O.C([O-])([O-])=O.[Na+].[Na+].C(Br)[C:43]1[CH:48]=[CH:47][CH:46]=[CH:45][CH:44]=1>C(Cl)Cl.CN(C=O)C>[C:43]1([CH2:6][N:8]2[CH2:13][CH2:12][CH:11]([CH2:14][CH2:15][C:16]3[C:20]4[CH:21]=[CH:22][C:23]5[NH:27][C:26](=[O:28])[CH2:25][C:24]=5[C:19]=4[O:18][N:17]=3)[CH2:10][CH2:9]2)[CH:48]=[CH:47][CH:46]=[CH:45][CH:44]=1 |f:2.3.4|. Reported procedure: The procedure described in Example 12f was followed with the piperidine obtained in step e (0.042 g, 0.109 mmol) and TFA (1.5 mL) in CH2Cl2 (6 mL), Na2CO3 (0.058 g, 0.545 mmol) and benzyl bromide (0.016 mL, 0,131 mmol) in DMF (6 mL). After purification by chromatography (1-10% MeOH-CH2Cl2), the title compound (0.018 g, 44%) was obtained as an off-white solid. Reactants: OC=1C=C2CCC(C2=CC1)C(=O)OC (methyl 2,3-dihydro-5-hydroxy-1H-inden-1-carboxylate), C([O-])([O-])=O.[K+].[K+] (potassium carbonate), C1(=CC=C(C=C1)S(=O)(=O)OCCCl)C (2-chloroethyl p-toluensulphonate). The solvent is C(C)C(=O)C (methyl ethyl ketone). Conditions: time 30 minute. Yields the product ClCCOC=1C=C2CCC(C2=CC1)C(=O)OC (Methyl 2,3-dihydro-5-(β-chloroethoxy)-1H-inden-1-carboxylate). As a reaction SMILES: [OH:1][C:2]1[CH:3]=[C:4]2[C:8](=[CH:9][CH:10]=1)[CH:7]([C:11]([O:13][CH3:14])=[O:12])[CH2:6][CH2:5]2.C(=O)([O-])[O-].[K+].[K+].C1(C)C=CC(S(O[CH2:31][CH2:32][Cl:33])(=O)=O)=CC=1>C(C(C)=O)C>[Cl:33][CH2:32][CH2:31][O:1][C:2]1[CH:3]=[C:4]2[C:8](=[CH:9][CH:10]=1)[CH:7]([C:11]([O:13][CH3:14])=[O:12])[CH2:6][CH2:5]2 |f:1.2.3|. Reported procedure: In a 20-liter reactor provided with a mechanical stirrer and reflux cooler, 1078 g of methyl 2,3-dihydro-5-hydroxy-1H-inden-1-carboxylate were dissolved with 9 l of dry methyl ethyl ketone, 1162 g of anhydrous potassium carbonate were added and stirred for 30 minutes; then 1448 h of 2-chloroethyl p-toluensulphonate were added and refluxed in oil bath for 50 hours. The mixture was allowed to cool, the insoluble solid was filtered and washed twice with acetone over the same filter. The filtrate wa... Reactants: C([O-])([O-])=O.[Na+].[Na+] (Sodium carbonate), CC1(OB(OC1(C)C)C1=CC=C(N)C=C1)C (4-(4,4,5,5-tetramethyl-1,3,2-dioxaborolan-2-yl)aniline), ClC1=NC(=CC(=N1)C(C)(C)S(=O)(=O)C1=CC=C(C=C1)Cl)N1[C@H](COCC1)C (2-chloro-4-[2-(4-chlorophenyl)sulfonylpropan-2-yl]-6-[(3S)-3-methylmorpholin-4-yl]pyrimidine), C(C)O (ethanol). Reagents/catalysts: Cl[Pd]([P](C1=CC=CC=C1)(C2=CC=CC=C2)C3=CC=CC=C3)([P](C4=CC=CC=C4)(C5=CC=CC=C5)C6=CC=CC=C6)Cl (Bis(triphenylphosphine)palladium(II) chloride). The solvent is COCCOC (DME), O (water), CN(C)C=O (DMF). Run at temperature 80 celsius, time 90 minute. Product: ClC1=CC=C(C=C1)S(=O)(=O)C(C)(C)C1=NC(=NC(=C1)N1[C@H](COCC1)C)C1=CC=C(N)C=C1 (4-[4-[2-(4-Chlorophenyl)sulfonylpropan-2-yl]-6-[(3S)-3-methylmorpholin-4-yl]pyrimidin-2-yl]aniline). Isolated yield 82.9%. RXN SMILES: C(=O)([O-])[O-].[Na+].[Na+].CC1(C)C(C)(C)OB([C:15]2[CH:21]=[CH:20][C:18]([NH2:19])=[CH:17][CH:16]=2)O1.Cl[C:24]1[N:29]=[C:28]([C:30]([S:33]([C:36]2[CH:41]=[CH:40][C:39]([Cl:42])=[CH:38][CH:37]=2)(=[O:35])=[O:34])([CH3:32])[CH3:31])[CH:27]=[C:26]([N:43]2[CH2:48][CH2:47][O:46][CH2:45][C@@H:44]2[CH3:49])[N:25]=1.C(O)C>COCCOC.Cl[Pd](Cl)([P](C1C=CC=CC=1)(C1C=CC=CC=1)C1C=CC=CC=1)[P](C1C=CC=CC=1)(C1C=CC=CC=1)C1C=CC=CC=1.O.CN(C=O)C>[Cl:42][C:39]1[CH:40]=[CH:41][C:36]([S:33]([C:30]([C:28]2[CH:27]=[C:26]([N:43]3[CH2:48][CH2:47][O:46][CH2:45][C@@H:44]3[CH3:49])[N:25]=[C:24]([C:15]3[CH:16]=[CH:17][C:18]([NH2:19])=[CH:20][CH:21]=3)[N:29]=2)([CH3:32])[CH3:31])(=[O:34])=[O:35])=[CH:37][CH:38]=1 |f:0.1.2,^1:61,80|. Procedure: Sodium carbonate (2M in water, 6.69 mL, 13.38 mmol) was added to 4-(4,4,5,5-tetramethyl-1,3,2-dioxaborolan-2-yl)aniline (0.815 g, 3.72 mmol) and 2-chloro-4-[2-(4-chlorophenyl)sulfonylpropan-2-yl]-6-[(3S)-3-methylmorpholin-4-yl]pyrimidine (1.60 g, 3.72 mmol) in a mixture of DME (10 mL), ethanol (10.00 mL), DMF (10.00 mL) and water (20 mL) at RT under nitrogen. The mixture was degassed and purged with nitrogen three times. Bis(triphenylphosphine)palladium(II) chloride (0.130 g, 0.19 mmol) was adde... Starting materials: C(CCC)N1C(C(=C(C2=CC=CN=C12)C1=CC(=CC=C1)O)NC(=O)NC1=C(C=CC=C1C(C)C)C(C)C)=O (N-[1-butyl-4-(3-hydroxyphenyl)-1,2-dihydro-2-oxo-1,8-naphthyridin-3-yl]-N'-(2,6-diisopropylphenyl)urea), Cl.C(C1=CC=CC=C1)N(CC)CCCl (2-(N-benzyl-N-ethylamino)ethyl chloride hydrochloride), CC(C)([O-])C.[K+] (potassium t-butoxide), O (water). Run in CS(=O)C (DMSO). Reaction conditions: time 5 hour. Yields the product C(CCC)N1C(C(=C(C2=CC=CN=C12)C1=CC(=CC=C1)OCCN(CC)CC1=CC=CC=C1)NC(=O)NC1=C(C=CC=C1C(C)C)C(C)C)=O (N-[1-butyl-4-[3-{2-(N-benzyl-N-ethylamino)ethoxy}-phenyl]-1,2-dihydro-2-oxo-1,8-naphthyridin-3-yl]-N'-(2,6-diisopropylphenyl)urea). Yield: 82.1%. RXN SMILES: [CH2:1]([N:5]1[C:14]2[C:9](=[CH:10][CH:11]=[CH:12][N:13]=2)[C:8]([C:15]2[CH:20]=[CH:19][CH:18]=[C:17]([OH:21])[CH:16]=2)=[C:7]([NH:22][C:23]([NH:25][C:26]2[C:31]([CH:32]([CH3:34])[CH3:33])=[CH:30][CH:29]=[CH:28][C:27]=2[CH:35]([CH3:37])[CH3:36])=[O:24])[C:6]1=[O:38])[CH2:2][CH2:3][CH3:4].Cl.[CH2:40]([N:47]([CH2:50][CH2:51]Cl)[CH2:48][CH3:49])[C:41]1[CH:46]=[CH:45][CH:44]=[CH:43][CH:42]=1.CC(C)([O-])C.[K+].O>CS(C)=O>[CH2:1]([N:5]1[C:14]2[C:9](=[CH:10][CH:11]=[CH:12][N:13]=2)[C:8]([C:15]2[CH:20]=[CH:19][CH:18]=[C:17]([O:21][CH2:51][CH2:50][N:47]([CH2:40][C:41]3[CH:46]=[CH:45][CH:44]=[CH:43][CH:42]=3)[CH2:48][CH3:49])[CH:16]=2)=[C:7]([NH:22][C:23]([NH:25][C:26]2[C:27]([CH:35]([CH3:37])[CH3:36])=[CH:28][CH:29]=[CH:30][C:31]=2[CH:32]([CH3:33])[CH3:34])=[O:24])[C:6]1=[O:38])[CH2:2][CH2:3][CH3:4] |f:1.2,3.4|. Reported procedure: To a solution of N-[1-butyl-4-(3-hydroxyphenyl)-1,2-dihydro-2-oxo-1,8-naphthyridin-3-yl]-N'-(2,6-diisopropylphenyl)urea (200 mg, 0.39 mmol) in DMSO (8 ml) were added 2-(N-benzyl-N-ethylamino)ethyl chloride hydrochloride (182 mg, 0.78 mmol) and potassium t-butoxide (132 mg, 1.17 mmol), and the mixture was stirred at room temperature for five hours. The mixture was poured into water, and the mixture was extracted with ethyl acetate. The extract was washed with water, washed with a saturated aqueou... Reactants: [BH4-], CC(=O)Nc1ccc(C(=O)C2CCN(C(=O)c3ccccc3)CC2)cc1, CCO, [Na+]. Yields the product CC(=O)Nc1ccc(C(O)C2CCN(C(=O)c3ccccc3)CC2)cc1. As a reaction SMILES: [BH4-:1].[C:3]([c:4]1[cH:5][cH:6][cH:7][cH:8][cH:9]1)(=[O:10])[N:11]1[CH2:12][CH2:13][CH:14]([C:17]([c:18]2[cH:19][cH:20][c:21]([NH:24][C:25]([CH3:26])=[O:27])[cH:22][cH:23]2)=[O:28])[CH2:15][CH2:16]1.[CH3:29][CH2:30][OH:31].[Na+:2]>>[C:3]([c:4]1[cH:5][cH:6][cH:7][cH:8][cH:9]1)(=[O:10])[N:11]1[CH2:12][CH2:13][CH:14]([CH:17]([c:18]2[cH:19][cH:20][c:21]([NH:24][C:25]([CH3:26])=[O:27])[cH:22][cH:23]2)[OH:28])[CH2:15][CH2:16]1. The reactants are S(=O)(=O)(O)C1=CC=C(C)C=C1.N1C(=NCC1)N (4,5-dihydro-1H-imidazol-2-ylamine tosylate), [Na] (sodium), NC=1C(=NC(=C(N1)N)Cl)C(=O)OC(=CC(NC(C)(C)C)=O)C (1-(tert-Butylcarbamoyl)prop-1-en-2-yl 3,5-diamino-6-chloropyrazine-2-carboxylate). Run in CC(C)O (2-propanol). Yields the product NC=1C(=NC(=C(N1)N)Cl)C(=O)NC=1NCCN1 (3,5-Diamino-6-chloro-N-(4,5-dihydro-1H-imidazol-2-yl)pyrazine-2-carboxamide). RXN SMILES: S(C1C=CC(C)=CC=1)(O)(=O)=O.[NH:12]1[CH2:16][CH2:15][N:14]=[C:13]1[NH2:17].[Na].[NH2:19][C:20]1[C:21]([C:28](OC(C)=CC(=O)NC(C)(C)C)=[O:29])=[N:22][C:23]([Cl:27])=[C:24]([NH2:26])[N:25]=1>CC(O)C>[NH2:19][C:20]1[C:21]([C:28]([NH:17][C:13]2[NH:14][CH2:15][CH2:16][N:12]=2)=[O:29])=[N:22][C:23]([Cl:27])=[C:24]([NH2:26])[N:25]=1 |f:0.1,^1:17|. Procedure: A mixture of 4,5-dihydro-1H-imidazol-2-ylamine tosylate (1.69 g; 6.57 mmol) and sodium (119 mg; 5.19 mmol) in 2-propanol (20 ml) is refluxed for 30 min. 1-(tert-Butylcarbamoyl)prop-1-en-2-yl 3,5-diamino-6-chloropyrazine-2-carboxylate (example 2) (0.900 g; 2.75 mmol) is added and the mixture is refluxed for further 60 min. The precipitate formed is filtered off with suction, suspended in water, filtered off again and dried at 50° C. to yield the title compound (C8H10ClN7O). Starting materials: COC=1C=C(OC2=C(C=CC=C2)C2OCCO2)C=CC1 (2-[2-(3-Methoxyphenoxy)phenyl]-1,3-dioxolane), Cl (hydrochloric acid). Run in O (water). Product: COC=1C=C(OC2=C(C=O)C=CC=C2)C=CC1 (2-(3-methoxyphenoxy)benzaldehyde). Yield: 95.5%. RXN SMILES: [CH3:1][O:2][C:3]1[CH:4]=[C:5]([CH:18]=[CH:19][CH:20]=1)[O:6][C:7]1[CH:12]=[CH:11][CH:10]=[CH:9][C:8]=1[CH:13]1OCC[O:14]1.Cl>O>[CH3:1][O:2][C:3]1[CH:4]=[C:5]([CH:18]=[CH:19][CH:20]=1)[O:6][C:7]1[CH:12]=[CH:11][CH:10]=[CH:9][C:8]=1[CH:13]=[O:14]. Procedure: 2-[2-(3-Methoxyphenoxy)phenyl]-1,3-dioxolane (32.7 g; 0.12 mol) was stirred in a mixture of water (95 ml) and concentrated hydrochloric acid (5 ml) at ambient temperature for 19 hours. The mixture was extracted with ether (2×60 ml) and the combined ether extracts were washed with saturated aqueous sodium bicarbonate solution (30 ml), water (3×30 ml) and saturated brine (30 ml). The resulting solution was dried, filtered and concentrated to give almost pure 2-(3-methoxyphenoxy)benzaldehyde (A) (2...